From a dataset of the Open Reaction Database (ORD), a public repository of structured organic reaction records. describe an organic reaction: reactants, conditions, products, and yield Starting materials: OC=1C=C(C(=O)OC)C=C(C1O)S(=O)(=O)O (3,4-Dihydroxy-5-sulfobenzoic acid, methyl ester), O.NN (hydrazine hydrate). Reaction conditions: temperature 0 celsius. The product is OC=1C=C(C(=O)NN)C=C(C1O)S(=O)(=O)O (3,4-Dihydroxy-5-sulfobenzoic acid hydrazide). As a reaction SMILES: [OH:1][C:2]1[CH:3]=[C:4]([CH:9]=[C:10]([S:13]([OH:16])(=[O:15])=[O:14])[C:11]=1[OH:12])[C:5](OC)=[O:6].O.[NH2:18][NH2:19]>>[OH:1][C:2]1[CH:3]=[C:4]([CH:9]=[C:10]([S:13]([OH:16])(=[O:15])=[O:14])[C:11]=1[OH:12])[C:5]([NH:18][NH2:19])=[O:6] |f:1.2|. Procedure details: 3,4-Dihydroxy-5-sulfobenzoic acid, methyl ester (15.0 g, 52.9 mmoles) was dissolved in 100 ml of hydrazine hydrate and refluxed for 15 hours. The mixture was then evaporated in vacuo, the residue dissolved in water and the pH adjusted to 1.0 with 2N hydrochloric acid. The mixture was chilled at 0° C. for 15 hours and the white precipitate which formed was filtered and dried to give 12.83 g of the title compound as a white solid, m.p >300° C. Starting materials: O=C(Cl)C(=O)Cl, ClCCl, N, CN(C)C=O, CC1(C)CC(=C(c2ccc(O)cc2)c2ccc(C=CC(=O)O)cc2)CC(C)(C)C1. Product: CC1(C)CC(=C(c2ccc(O)cc2)c2ccc(C=CC(N)=O)cc2)CC(C)(C)C1. RXN SMILES: [Cl:30][C:31]([C:32]([Cl:33])=[O:34])=[O:35].[Cl:42][CH2:43][Cl:44].[NH3:41].[O:36]=[CH:37][N:38]([CH3:39])[CH3:40].[OH:1][c:2]1[cH:3][cH:4][c:5]([C:8]([c:9]2[cH:10][cH:11][c:12]([CH:15]=[CH:16][C:17](=[O:18])[OH:19])[cH:13][cH:14]2)=[C:20]2[CH2:21][C:22]([CH3:28])([CH3:29])[CH2:23][C:24]([CH3:26])([CH3:27])[CH2:25]2)[cH:6][cH:7]1>>[OH:1][c:2]1[cH:3][cH:4][c:5]([C:8]([c:9]2[cH:10][cH:11][c:12]([CH:15]=[CH:16][C:17](=[O:18])[NH2:38])[cH:13][cH:14]2)=[C:20]2[CH2:21][C:22]([CH3:28])([CH3:29])[CH2:23][C:24]([CH3:26])([CH3:27])[CH2:25]2)[cH:6][cH:7]1. Reactants: C(C)(=O)NC1=C(SC=C1)SC(C)=O (N-acetyl-2-(acetylthio)-3-thiophenamine). Solvent: C1(=CC=CC=C1)C (toluene). Conditions: temperature 205 celsius. The product is CC=1SC2=C(N1)C=CS2 (2-Methylthieno[3,2-d]thiazole). Yield: 91.4%. As a reaction SMILES: C([NH:4][C:5]1[CH:9]=[CH:8][S:7][C:6]=1[S:10][C:11](=O)[CH3:12])(=O)C>C1(C)C=CC=CC=1>[CH3:12][C:11]1[S:10][C:6]2[S:7][CH:8]=[CH:9][C:5]=2[N:4]=1. Reported procedure: A solution of 660 mg (3.1 mmol) of N-acetyl-2-(acetylthio)-3-thiophenamine in 8 mL of toluene was degassed in a Pyrex robe under high vaccuum. The robe was subsequently sealed under high vaccuum and heated at 205° C. for 5 hr. Chromatographic separation on silica gel using hexane/EtOAc (5:1 ) gave 440 mg (80%) of the title product. Reactants: FC=1C=NC=C(C(=NO)Cl)C1 (5-Fluoro-N-hydroxynicotinimidoyl chloride), C(#C)C1=CC=CC=C1 (1-ethynylbenzene), N (NH3). Yields the product FC=1C=C(C=NC1)C1=NOC(=C1)C1=CC=CC=C1 (3-(5-Fluoropyridin-3-yl)-5-phenylisoxazole). Reaction SMILES: [F:1][C:2]1[CH:3]=[N:4][CH:5]=[C:6]([CH:11]=1)[C:7](Cl)=[N:8][OH:9].[C:12]([C:14]1[CH:19]=[CH:18][CH:17]=[CH:16][CH:15]=1)#[CH:13].N>>[F:1][C:2]1[CH:11]=[C:6]([C:7]2[CH:13]=[C:12]([C:14]3[CH:19]=[CH:18][CH:17]=[CH:16][CH:15]=3)[O:9][N:8]=2)[CH:5]=[N:4][CH:3]=1. Reported procedure: The titled compound was prepared according to Method CB using the product of product of Example 28B (88 mg, 0.5 mmol) and 1-ethynylbenzene (Aldrich, 52 mg, 0.5 mmol). 1H NMR (300 MHz, MeOH-d4) δ 7.39 (s, 1H), 7.49-7.60 (m, 3H), 7.88-7.97 (m, 2H), 8.17 (ddd, J=9.3, 2.9, 1.7 Hz, 1H), 8.60 (d, J=2.7 Hz, 1H), 8.97 (t, J=1.4 Hz, 1H) ppm; MS (DCI/NH3) m/z 241 (M+H)+. Reactants: ClC1=C(C(=O)Cl)C=CC(=C1)Cl (2,4-dichlorobenzoyl chloride), NC(C#N)(CN1N=C2C(=C(C=C(C2=C1)Cl)Cl)Cl)C (2-amino-2-methyl-3-(4,6,7-trichloro-2H-indazol-2-yl)propionitrile), TEA. The solvent is C1CCOC1 (THF), C1CCOC1 (THF). The product is ClC1=C(C(=O)NC(CN2N=C3C(=C(C=C(C3=C2)Cl)Cl)Cl)(C)C#N)C=CC(=C1)Cl (2,4-Dichloro-N-[1-cyano-1-methyl-2-(4,6,7-trichloro-2H-indazol-2-yl)ethyl]benzamide), residue. Reaction SMILES: [Cl:1][C:2]1[CH:10]=[C:9]([Cl:11])[CH:8]=[CH:7][C:3]=1[C:4](Cl)=[O:5].[NH2:12][C:13]([CH3:29])([CH2:16][N:17]1[CH:25]=[C:24]2[C:19]([C:20]([Cl:28])=[C:21]([Cl:27])[CH:22]=[C:23]2[Cl:26])=[N:18]1)[C:14]#[N:15]>C1COCC1>[Cl:1][C:2]1[CH:10]=[C:9]([Cl:11])[CH:8]=[CH:7][C:3]=1[C:4]([NH:12][C:13]([C:14]#[N:15])([CH3:29])[CH2:16][N:17]1[CH:25]=[C:24]2[C:19]([C:20]([Cl:28])=[C:21]([Cl:27])[CH:22]=[C:23]2[Cl:26])=[N:18]1)=[O:5]. Reported procedure: Using a procedure similar to that described in Example 60, except using a solution of 2,4-dichlorobenzoyl chloride (0.16 mmole) in THF and a solution of 2-amino-2-methyl-3-(4,6,7-trichloro-2H-indazol-2-yl)propionitrile (0.075 mmole, described in Example 147) in THF mixed with TEA (3% v./v.), the title compound was isolated as solid residue (4.2 mg). It was dissolved in DMSO for further biological evaluation and analyzed by LCMS. MS (ES): M/Z [M+H]=475, RT=0.74 min. Starting materials: [H][H] (hydrogen), 40, ClCCC1=C(N=C2N(C1=O)C=C(C=C2)[N+](=O)[O-])C (3-(2-chloroethyl)-2-methyl-7-nitro-4H-pyrido[1,2-a]pyrimidin-4-one). Reagents/catalysts: [Pt]=O (platinum oxide). Solvent: CO (methanol). Product: 19.4, NC=1C=CC=2N(C(C(=C(N2)C)CCCl)=O)C1 (7-amino-3-(2-chloroethyl)-2-methyl-4H-pyrido[1,2-a]pyrimidin-4-one). As a reaction SMILES: [Cl:1][CH2:2][CH2:3][C:4]1[C:9](=[O:10])[N:8]2[CH:11]=[C:12]([N+:15]([O-])=O)[CH:13]=[CH:14][C:7]2=[N:6][C:5]=1[CH3:18].[H][H]>[Pt]=O.CO>[NH2:15][C:12]1[CH:13]=[CH:14][C:7]2[N:8]([CH:11]=1)[C:9](=[O:10])[C:4]([CH2:3][CH2:2][Cl:1])=[C:5]([CH3:18])[N:6]=2. Procedure details: A mixture of 40 parts of 3-(2-chloroethyl)-2-methyl-7-nitro-4H-pyrido[1,2-a]pyrimidin-4-one and 240 parts of methanol was hydrogenated at normal pressure and at room temperature with 0.5 parts of platinum oxide. After the calculated amount of hydrogen was taken up, the catalyst was filtered off and the filtrate was evaporated. The residue was purified by column-chromatography over silica gel using a mixture of trichloromethane and methanol (95:5 by volume) as eluent. The pure fractions were coll...